Dataset: the Open Reaction Database (ORD), a public repository of structured organic reaction records. Task: describe an organic reaction: reactants, conditions, products, and yield Reaction conditions: temperature 10 celsius, time 8 hour. Solvent: CN(C)C=O (DMF), O (Water). Starting materials: CCN=C=NCCCN(C)C.Cl (EDCI.HCl), C=1C=CC2=C(C1)N=NN2O (HOBt), CCN(C(C)C)C(C)C (DIPEA), C1(=CC=C(C=C1)NC(CC(=O)O)=O)C1=CC=CC=C1 (N-biphenyl-4-yl-malonamic acid), C(C)(C)(C)OC(=O)N1CCNCC1 (piperazine-1-carboxylic acid tert-butyl ester). As a reaction SMILES: C1C=CC2N(O)N=NC=2C=1.CCN(C(C)C)C(C)C.[C:20]1([C:33]2[CH:38]=[CH:37][CH:36]=[CH:35][CH:34]=2)[CH:25]=[CH:24][C:23]([NH:26][C:27](=[O:32])[CH2:28][C:29]([OH:31])=O)=[CH:22][CH:21]=1.CCN=C=NCCCN(C)C.Cl.[C:51]([O:55][C:56]([N:58]1[CH2:63][CH2:62][NH:61][CH2:60][CH2:59]1)=[O:57])([CH3:54])([CH3:53])[CH3:52]>CN(C=O)C.O>[C:51]([O:55][C:56]([N:58]1[CH2:63][CH2:62][N:61]([C:29](=[O:31])[CH2:28][C:27](=[O:32])[NH:26][C:23]2[CH:22]=[CH:21][C:20]([C:33]3[CH:38]=[CH:37][CH:36]=[CH:35][CH:34]=3)=[CH:25][CH:24]=2)[CH2:60][CH2:59]1)=[O:57])([CH3:54])([CH3:52])[CH3:53] |f:3.4|. Isolated yield 94.4%. The product is C(C)(C)(C)OC(=O)N1CCN(CC1)C(CC(NC1=CC=C(C=C1)C1=CC=CC=C1)=O)=O (4-[2-(biphenyl-4-ylcarbamoyl)-acetyl]-piperazine-1-carboxylic acid tert-butyl ester). Reported procedure: HOBt (570 mg, 4.2 mmol) and DIPEA (541 mg, 4.2 mmol) were added to a stirred solution of N-biphenyl-4-yl-malonamic acid (1 g, 3.5 mmol) in DMF (10 mL). The reaction mixture was cooled to 10° C. and EDCI.HCl (810 mg, 4.2 mmol) followed by piperazine-1-carboxylic acid tert-butyl ester (720 mg, 3.86 mmol) were added. The resulting reaction mixture was stirred at room temperature overnight. Water was then added and the resulting precipitate was filtered and dried to afford 1.4 g (93%) of 4-[2-(biphe...